Dataset: the Open Reaction Database (ORD), a public repository of structured organic reaction records. Task: describe an organic reaction: reactants, conditions, products, and yield Yield: 42.6%. Procedure details: A mixture of 6,8-dibromo-3-(tert-butyl)-3,4-dihydro-2H-benzo[e][1,3]oxazine (Intermediate 6) (0.621 g, 1.79 mmol), 6-(trifluoromethyl)pyridine-3-boronic acid [purchased from Frontier Scientific] (1.025 g, 5.37 mmol), and potassium carbonate (1.979 g, 14.3 mmol) in 2-propanol (30 mL) and water (6 mL) was purged with nitrogen for 20 minutes. Tetrakis(triphenylphosphine)palladium (0) (114 mg, 0.099 mmol) was added and the resulting mixture heated at 72° C. for 60 minutes then the cooled reaction mi... The reactants are BrC=1C=C(C2=C(CN(CO2)C(C)(C)C)C1)Br (6,8-Dibromo-3-(tert-butyl)-3,4-dihydro-2H-benzo[e][1,3]oxazine), BrC=1C=C(C2=C(CN(CO2)C(C)(C)C)C1)Br (6,8-Dibromo-3-(tert-butyl)-3,4-dihydro-2H-benzo[e][1,3]oxazine), FC(C1=CC=C(C=N1)B(O)O)(F)F (6-(trifluoromethyl)pyridine-3-boronic acid), C([O-])([O-])=O.[K+].[K+] (potassium carbonate). Conditions: temperature 72 celsius. Reaction SMILES: Br[C:2]1[CH:3]=[C:4](Br)[C:5]2OC[N:8]([C:11]([CH3:14])([CH3:13])[CH3:12])[CH2:7][C:6]=2[CH:15]=1.[F:17][C:18]([F:29])([F:28])[C:19]1[N:24]=[CH:23][C:22](B(O)O)=[CH:21][CH:20]=1.[C:30](=[O:33])([O-])[O-].[K+].[K+]>CC(O)C.O.C1C=CC([P]([Pd]([P](C2C=CC=CC=2)(C2C=CC=CC=2)C2C=CC=CC=2)([P](C2C=CC=CC=2)(C2C=CC=CC=2)C2C=CC=CC=2)[P](C2C=CC=CC=2)(C2C=CC=CC=2)C2C=CC=CC=2)(C2C=CC=CC=2)C2C=CC=CC=2)=CC=1>[C:11]([NH:8][CH2:7][C:6]1[CH:5]=[C:4]([C:22]2[CH:23]=[N:24][C:19]([C:18]([F:29])([F:28])[F:17])=[CH:20][CH:21]=2)[CH:3]=[C:2]([C:15]2[CH:23]=[N:24][C:19]([C:18]([F:29])([F:28])[F:17])=[CH:20][CH:21]=2)[C:30]=1[OH:33])([CH3:12])([CH3:13])[CH3:14] |f:2.3.4,^1:44,46,65,84|. Yields the product C(C)(C)(C)NCC1=C(C(=CC(=C1)C=1C=NC(=CC1)C(F)(F)F)C=1C=NC(=CC1)C(F)(F)F)O (2-((tert-butylamino)methyl)-4,6-bis(6-(trifluoromethyl)pyridin-3-yl)phenol). Solvent: CC(C)O (2-propanol), O (water). The reagents and catalysts are C=1C=CC(=CC1)[P](C=2C=CC=CC2)(C=3C=CC=CC3)[Pd]([P](C=4C=CC=CC4)(C=5C=CC=CC5)C=6C=CC=CC6)([P](C=7C=CC=CC7)(C=8C=CC=CC8)C=9C=CC=CC9)[P](C=1C=CC=CC1)(C=1C=CC=CC1)C=1C=CC=CC1 (tetrakis(triphenylphosphine)palladium). Starting materials: O=C(CCC(CS(=O)(=O)Cc1ccccc1)C(=O)OCc1ccccc1)OCc1ccccc1, ClCCl, O=C(OO)c1cccc(Cl)c1. Yields the product O=C(CCC(CS(=O)Cc1ccccc1)C(=O)OCc1ccccc1)OCc1ccccc1. RXN SMILES: [CH2:1]([c:2]1[cH:3][cH:4][cH:5][cH:6][cH:7]1)[S:8](=[O:9])(=[O:10])[CH2:11][CH:12]([C:13](=[O:14])[O:15][CH2:16][c:17]1[cH:18][cH:19][cH:20][cH:21][cH:22]1)[CH2:23][CH2:24][C:25](=[O:26])[O:27][CH2:28][c:29]1[cH:30][cH:31][cH:32][cH:33][cH:34]1.[Cl:46][CH2:47][Cl:48].[OH:35][O:36][C:37]([c:38]1[cH:39][c:40]([Cl:41])[cH:42][cH:43][cH:44]1)=[O:45]>>[CH2:1]([c:2]1[cH:3][cH:4][cH:5][cH:6][cH:7]1)[S:8](=[O:9])[CH2:11][CH:12]([C:13](=[O:14])[O:15][CH2:16][c:17]1[cH:18][cH:19][cH:20][cH:21][cH:22]1)[CH2:23][CH2:24][C:25](=[O:26])[O:27][CH2:28][c:29]1[cH:30][cH:31][cH:32][cH:33][cH:34]1. Reactants: C(=O)(OC(C)(C)C)N[C@@H](CCSC)C(=O)O (Boc-L-methionine), C(NN)(=O)OC(C)(C)C (tert-butyl carbazate), CCN=C=NCCCN(C)C (WSC). Run in C(C)#N (acetonitrile). Reaction conditions: time 5 hour. The product is C(=O)(OC(C)(C)C)N[C@@H](CCSC)C(=O)NNC(=O)OC(C)(C)C (tert-butyl 2-(Boc-L-methionyl)-1-hydrazine carboxylate). RXN SMILES: [C:1]([NH:8][C@H:9]([C:14]([OH:16])=O)[CH2:10][CH2:11][S:12][CH3:13])([O:3][C:4]([CH3:7])([CH3:6])[CH3:5])=[O:2].[C:17]([O:21][C:22]([CH3:25])([CH3:24])[CH3:23])(=[O:20])[NH:18][NH2:19].CCN=C=NCCCN(C)C>C(#N)C>[C:1]([NH:8][C@H:9]([C:14]([NH:19][NH:18][C:17]([O:21][C:22]([CH3:25])([CH3:24])[CH3:23])=[O:20])=[O:16])[CH2:10][CH2:11][S:12][CH3:13])([O:3][C:4]([CH3:5])([CH3:6])[CH3:7])=[O:2]. Procedure details: A solution of Boc-L-methionine (9.972 g) [Boc:tert-butoxycarbonyl] and tert-butyl carbazate (5.29 g) in acetonitrile (100 ml) was combined with WSC (9.202 g) and stirred at room temperature for 5 hours. The reaction mixture was concentrated and the resultant residue was combined with ethyl acetate and water, and the organic phase was washed with water, aqueous sodium bicarbonate and brine, dried and concentrated to obtain tert-butyl 2-(Boc-L-methionyl)-1-hydrazine carboxylate as a colorless oil. The reactants are OCCO, Cc1ccccc1, CC(=O)CN(c1ccc(Cl)cc1)S(C)(=O)=O, O, Cc1ccc(S(=O)(=O)O)cc1. The product is CC1(CN(c2ccc(Cl)cc2)S(C)(=O)=O)OCCO1. RXN SMILES: [CH2:17]([CH2:18][OH:19])[OH:20].[CH3:32][c:33]1[cH:34][cH:35][cH:36][cH:37][cH:38]1.[O:1]=[C:2]([CH2:3][N:4]([c:5]1[cH:6][cH:7][c:8]([Cl:11])[cH:9][cH:10]1)[S:12](=[O:13])(=[O:14])[CH3:15])[CH3:16].[OH2:39].[c:21]1([CH3:22])[cH:23][cH:24][c:25]([S:26]([OH:27])(=[O:28])=[O:29])[cH:30][cH:31]1>>[O:1]1[C:2]([CH2:3][N:4]([c:5]2[cH:6][cH:7][c:8]([Cl:11])[cH:9][cH:10]2)[S:12](=[O:13])(=[O:14])[CH3:15])([CH3:16])[O:19][CH2:18][CH2:17]1. RXN SMILES: Br[C:2]1[CH:3]=[C:4]([CH:8]([N:13]2[C:21]3[C:16](=[C:17]([NH:22][S:23]([CH3:26])(=[O:25])=[O:24])[CH:18]=[CH:19][CH:20]=3)[CH:15]=[CH:14]2)[C:9]([O:11][CH3:12])=[O:10])[CH:5]=[CH:6][CH:7]=1.[CH3:27][O:28][C:29]1[CH:30]=[C:31](B(O)O)[CH:32]=[CH:33][CH:34]=1.O1CCO[CH2:40][CH2:39]1>C(=O)(O)[O-].[Na+].C1C=CC(P(C2C=CC=CC=2)[C-]2C=CC=C2)=CC=1.C1C=CC(P(C2C=CC=CC=2)[C-]2C=CC=C2)=CC=1.Cl[Pd]Cl.[Fe+2]>[CH3:27][O:28][C:29]1[CH:30]=[C:31]([C:2]2[CH:7]=[CH:6][CH:5]=[C:4]([C:8]([N:13]3[C:21]4[C:16](=[C:17]([NH:22][S:23]([CH3:26])(=[O:25])=[O:24])[CH:18]=[CH:19][CH:20]=4)[CH:15]=[CH:14]3)([CH2:39][CH3:40])[C:9]([O:11][CH3:12])=[O:10])[CH:3]=2)[CH:32]=[CH:33][CH:34]=1 |f:3.4,5.6.7.8|. The reactants are BrC=1C=C(C=CC1)C(C(=O)OC)N1C=CC2=C(C=CC=C12)NS(=O)(=O)C (methyl (3-bromophenyl){4-[(methylsulfonyl)amino]-1H-indol-1-yl}acetate), COC=1C=C(C=CC1)B(O)O (3-methoxyphenylboronic acid), O1CCOCC1 (dioxane). Reported procedure: [1,1′-Bis(diphenylphosphino)ferrocene]dichloropalladium(II) (17 mg, 0.24 mmol) was added to a stirred solution of 10a (50 mg, 0.114 mmol) and 3-methoxyphenylboronic acid (21 mg, 0.140 mmol) in dioxane (0.6 mL) and saturated aqueous sodium bicarbonate (0.125 mL) at rt. The resulting solution was irradiated in a microwave reactor at 120° C. for 10 min. After cooling to rt, the reaction mixture was filtered through a short column of CELITE® eluting with EtOAc. The resulting crude oil was purified b... The reagents and catalysts are C1=CC=C(C=C1)P([C-]2C=CC=C2)C3=CC=CC=C3.C1=CC=C(C=C1)P([C-]2C=CC=C2)C3=CC=CC=C3.Cl[Pd]Cl.[Fe+2] ([1,1′-Bis(diphenylphosphino)ferrocene]dichloropalladium(II)). The solvent is C([O-])(O)=O.[Na+] (sodium bicarbonate). Product: COC=1C=C(C=CC1)C1=CC(=CC=C1)C(C(=O)OC)(CC)N1C=CC2=C(C=CC=C12)NS(=O)(=O)C (methyl 2-(3′-methoxybiphenyl-3-yl)-2-{4-[(methylsulfonyl)amino]-1H-indol-1-yl}butanoate).